From a dataset of the Open Reaction Database (ORD), a public repository of structured organic reaction records. describe an organic reaction: reactants, conditions, products, and yield Starting materials: O (water), Cl.ClC(CCN1CCN(CC1)C(=O)C=1C=C2CCC(NC2=CC1)=O)C1=CC=CC=C1 (6-[4-(3-chloro-3-phenylpropyl)-1-piperazinylcarbonyl]-3,4-dihydrocarbostyril.hydrochloride), Cl.CN (methylamine hydrochloride), C([O-])([O-])=O.[K+].[K+] (potassium carbonate). Solvent: C(C)#N (acetonitrile). Run at temperature 60 celsius, time 4 hour. Yields the product CNC(CCN1CCN(CC1)C(=O)C=1C=C2CCC(NC2=CC1)=O)C1=CC=CC=C1 (6-[4-(3-methylamino-3-phenylpropyl)-1-piperazinylcarbonyl]-3,4-dihydrocarbostyril). The yield is 55.1%. RXN SMILES: Cl.Cl[CH:3]([C:25]1[CH:30]=[CH:29][CH:28]=[CH:27][CH:26]=1)[CH2:4][CH2:5][N:6]1[CH2:11][CH2:10][N:9]([C:12]([C:14]2[CH:15]=[C:16]3[C:21](=[CH:22][CH:23]=2)[NH:20][C:19](=[O:24])[CH2:18][CH2:17]3)=[O:13])[CH2:8][CH2:7]1.Cl.[CH3:32][NH2:33].C(=O)([O-])[O-].[K+].[K+].O>C(#N)C>[CH3:32][NH:33][CH:3]([C:25]1[CH:30]=[CH:29][CH:28]=[CH:27][CH:26]=1)[CH2:4][CH2:5][N:6]1[CH2:11][CH2:10][N:9]([C:12]([C:14]2[CH:15]=[C:16]3[C:21](=[CH:22][CH:23]=2)[NH:20][C:19](=[O:24])[CH2:18][CH2:17]3)=[O:13])[CH2:8][CH2:7]1 |f:0.1,2.3,4.5.6|. Reported procedure: One gram of 6-[4-(3-chloro-3-phenylpropyl)-1-piperazinylcarbonyl]-3,4-dihydrocarbostyril.hydrochloride, 0.17 g of methylamine hydrochloride and 1.2 g of potassium carbonate were dispersed in 20 ml of acetonitrile and the dispersion was stirred at 60° C. for 4 hours. After the reaction was completed, the reaction mixture was poured into water then extracted with methylene chloride. The extract was dried with anhydrous sodium carbonate, then the solvent was removed by evaporation. Thus obtained re...